This data is from the Open Reaction Database (ORD), a public repository of structured organic reaction records. The task is: describe an organic reaction: reactants, conditions, products, and yield The reactants are ClCC#N (Chloroacetonitrile), ClC(C(NC(C1=CC=CC=C1)=O)O)(Cl)Cl (1,1,1-trichloro-2-hydroxy-2-benzamidoethane), S(O)(O)(=O)=O (sulphuric acid). Run at time 4 hour. The product is ClC(C(NC(CCl)=O)NC(C1=CC=CC=C1)=O)(Cl)Cl (1,1,1-trichloro-2-benzamido-2-(chloroacetamido)ethane). RXN SMILES: [Cl:1][CH2:2][C:3]#[N:4].[Cl:5][C:6]([Cl:19])([Cl:18])[CH:7](O)[NH:8][C:9](=[O:16])[C:10]1[CH:15]=[CH:14][CH:13]=[CH:12][CH:11]=1.S(=O)(=O)(O)[OH:21]>>[Cl:5][C:6]([Cl:19])([Cl:18])[CH:7]([NH:8][C:9](=[O:16])[C:10]1[CH:15]=[CH:14][CH:13]=[CH:12][CH:11]=1)[NH:4][C:3](=[O:21])[CH2:2][Cl:1]. Procedure details: Chloroacetonitrile (4.1g) was added dropwise to a solution of 1,1,1-trichloro-2-hydroxy-2-benzamidoethane (13.4g) in concentrated sulphuric acid (50 ml). The temperature was kept at 0° during the addition. The mixture was stirred at room temperature for 4 hours, then left overnight. The reaction mixture was poured on to ice. The precipitated solid was collected, washed with water and dried (14.65g). Recrystallisation from nitromethane gave pure 1,1,1-trichloro-2-benzamido-2-(chloroacetamido)etha...